From a dataset of the Open Reaction Database (ORD), a public repository of structured organic reaction records. describe an organic reaction: reactants, conditions, products, and yield The reactants are [BH4-].[Na+] (sodium borohydride), C[O-].[Na+].CO (sodium methylate methanol), C=O (paraformaldehyde), BrC=1C=C2C(C=C(OC2=CC1)C1=CC=C(C=C1)N)=O (6-bromo-4′-aminoflavone). Run in CO (methanol). The product is BrC=1C=C2C(C=C(OC2=CC1)C1=CC=C(C=C1)NC)=O (6-bromo-4′-methylaminoflavone). RXN SMILES: [CH3:1][O-].[Na+].CO.[Br:6][C:7]1[CH:8]=[C:9]2[C:14](=[CH:15][CH:16]=1)[O:13][C:12]([C:17]1[CH:22]=[CH:21][C:20]([NH2:23])=[CH:19][CH:18]=1)=[CH:11][C:10]2=[O:24].C=O.[BH4-].[Na+]>CO>[Br:6][C:7]1[CH:8]=[C:9]2[C:14](=[CH:15][CH:16]=1)[O:13][C:12]([C:17]1[CH:22]=[CH:21][C:20]([NH:23][CH3:1])=[CH:19][CH:18]=1)=[CH:11][C:10]2=[O:24] |f:0.1.2,5.6|. Procedure details: A sodium methylate-methanol solution (0.27 ml) was slowly added dropwise to a methanol solution (15 ml) that contained compound 5 (300 mg, 0.949 mmol) and paraformaldehyde (154 mg, 5.13 mmol), while stirring. The obtained mixture was heated to reflux for 1 hour. Thereafter, sodium borohydride (180 mg, 4.75 mmol) that was in the form of a solid was added to the reaction solution by slow degrees, and the obtained mixture was further heated to reflux for 2 hours. Thereafter, the reaction solvent wa... Starting materials: O=C1CCc2cc(Br)cnc2N1, CCC#N, C=CC(=O)N(C)Cc1cn(CCN(C)C)c2ccccc12, CCN(C(C)C)C(C)C, CC(=O)[O-], CC(=O)[O-], [Pd+2], Cc1ccccc1P(c1ccccc1C)c1ccccc1C. Product: CN(C)CCn1cc(CN(C)C(=O)C=Cc2cnc3c(c2)CCC(=O)N3)c2ccccc21. Reaction SMILES: [Br:1][c:2]1[cH:3][c:4]2[c:9]([n:10][cH:11]1)[NH:8][C:7](=[O:12])[CH2:6][CH2:5]2.[C:65](#[N:66])[CH2:67][CH3:68].[CH3:13][N:14]([CH2:15][CH2:16][n:17]1[cH:18][c:19]([CH2:26][N:27]([C:28]([CH:29]=[CH2:30])=[O:31])[CH3:32])[c:20]2[cH:21][cH:22][cH:23][cH:24][c:25]12)[CH3:33].[CH:56]([N:57]([CH:58]([CH3:59])[CH3:60])[CH2:61][CH3:62])([CH3:63])[CH3:64].[O-:70][C:71]([CH3:72])=[O:73].[O-:74][C:75]([CH3:76])=[O:77].[Pd+2:69].[c:34]1([CH3:35])[cH:36][cH:37][cH:38][cH:39][c:40]1[P:41]([c:42]1[cH:43][cH:44][cH:45][cH:46][c:47]1[CH3:48])[c:49]1[cH:50][cH:51][cH:52][cH:53][c:54]1[CH3:55]>>[c:2]1([CH:30]=[CH:29][C:28]([N:27]([CH2:26][c:19]2[cH:18][n:17]([CH2:16][CH2:15][N:14]([CH3:13])[CH3:33])[c:25]3[c:20]2[cH:21][cH:22][cH:23][cH:24]3)[CH3:32])=[O:31])[cH:3][c:4]2[c:9]([n:10][cH:11]1)[NH:8][C:7](=[O:12])[CH2:6][CH2:5]2.